Dataset: the Open Reaction Database (ORD), a public repository of structured organic reaction records. Task: describe an organic reaction: reactants, conditions, products, and yield Starting materials: C(C)(C)(C)P(C1=C(C=CC=C1)C1=C(C=CC=C1)N(C)C)C(C)(C)C (2-di(tert-butyl)phosphino-2′-(N,N-dimethylamino)biphenyl), BrC1=C2CC(C(C2=CC=C1)OC)C (4-bromo-1-methoxy-2-methylindane), COC1C(CC=2C(=CC=CC12)O)C (1-methoxy-2-methyl-4-indanol), [O-]P(=O)([O-])[O-].[K+].[K+].[K+] (K3PO4). The reagents and catalysts are C=1C=CC(=CC1)/C=C/C(=O)/C=C/C2=CC=CC=C2.C=1C=CC(=CC1)/C=C/C(=O)/C=C/C2=CC=CC=C2.[Pd] (Pd(dba)2). The solvent is O (water), C1(=CC=CC=C1)C (toluene). Run at temperature 100 celsius, time 14 hour. Product: COC1C(CC2=C(C=CC=C12)OC1=C2CC(C(C2=CC=C1)OC)C)C (1-Methoxy-4-[(1-methoxy-2-methyl-2,3-dihydro-1H-inden-4-yl)oxy]-2-methylindane). RXN SMILES: Br[C:2]1[CH:10]=[CH:9][CH:8]=[C:7]2[C:3]=1[CH2:4][CH:5]([CH3:13])[CH:6]2[O:11][CH3:12].[CH3:14][O:15][CH:16]1[C:24]2[CH:23]=[CH:22][CH:21]=[C:20]([OH:25])[C:19]=2[CH2:18][CH:17]1[CH3:26].[O-]P([O-])([O-])=O.[K+].[K+].[K+].C(P(C(C)(C)C)C1C=CC=CC=1C1C=CC=CC=1N(C)C)(C)(C)C>C1C=CC(/C=C/C(/C=C/C2C=CC=CC=2)=O)=CC=1.C1C=CC(/C=C/C(/C=C/C2C=CC=CC=2)=O)=CC=1.[Pd].O.C1(C)C=CC=CC=1>[CH3:12][O:11][CH:6]1[C:7]2[C:3](=[C:2]([O:25][C:20]3[CH:21]=[CH:22][CH:23]=[C:24]4[C:19]=3[CH2:18][CH:17]([CH3:26])[CH:16]4[O:15][CH3:14])[CH:10]=[CH:9][CH:8]=2)[CH2:4][CH:5]1[CH3:13] |f:2.3.4.5,7.8.9|. Procedure: To a mixture of 14.6 g (60.5 mmol) of 4-bromo-1-methoxy-2-methylindane, 10.8 g (60.5 mmol) of 1-methoxy-2-methyl-4-indanol, 38.5 g (181 mmol) K3PO4, and 200 ml of toluene, a mixture of 696 mg (1.21 mmol) Pd(dba)2 and 825 mg (2.42 mmol) of 2-di(tert-butyl)phosphino-2′-(N,N-dimethylamino)biphenyl was added under an argon atmosphere. This mixture was stirred for 14 hours at 100° C. Then, 300 ml of water was added. The organic layer was separated, and the aqueous layer was extracted with 3×100 ml of...